describe an organic reaction: reactants, conditions, products, and yield From a dataset of the Open Reaction Database (ORD), a public repository of structured organic reaction records. Starting materials: O=Cc1cccc(Br)n1, C1CCNCC1, CC(=O)O, Cc1ccccc1, O=C1CSC(=O)N1. The product is O=C1NC(=O)C(=Cc2cccc(Br)n2)S1. Reaction SMILES: [Br:8][c:9]1[cH:10][cH:11][cH:12][c:13]([CH:15]=[O:16])[n:14]1.[CH2:21]1[CH2:22][CH2:23][NH:24][CH2:25][CH2:26]1.[CH3:17][C:18](=[O:19])[OH:20].[CH3:27][c:28]1[cH:29][cH:30][cH:31][cH:32][cH:33]1.[S:1]1[C:2](=[O:7])[NH:3][C:4](=[O:6])[CH2:5]1>>[S:1]1[C:2](=[O:7])[NH:3][C:4](=[O:6])[C:5]1=[CH:15][c:13]1[cH:12][cH:11][cH:10][c:9]([Br:8])[n:14]1. Reactants: COC(=O)C1(CO)CCN(C(=O)CNC(=O)OC(C)(C)C)CC1, C1CCOC1, CO, Cl, [Li+], [OH-]. Yields the product CC(C)(C)OC(=O)NCC(=O)N1CCC(CO)(C(=O)O)CC1. As a reaction SMILES: [C:1]([CH3:2])([CH3:3])([CH3:4])[O:5][C:6](=[O:7])[NH:8][CH2:9][C:10](=[O:11])[N:12]1[CH2:13][CH2:14][C:15]([C:18](=[O:19])[O:20][CH3:21])([CH2:22][OH:23])[CH2:16][CH2:17]1.[CH2:27]1[O:28][CH2:29][CH2:30][CH2:31]1.[CH3:32][OH:33].[ClH:26].[Li+:25].[OH-:24]>>[C:1]([CH3:2])([CH3:3])([CH3:4])[O:5][C:6](=[O:7])[NH:8][CH2:9][C:10](=[O:11])[N:12]1[CH2:13][CH2:14][C:15]([C:18](=[O:19])[OH:20])([CH2:22][OH:23])[CH2:16][CH2:17]1. Reactants: CCCCCc1ccc(CCCn2c(C)ccc2-c2ccc(O)cc2)cc1, Cc1ccccc1, O=C(N=NC(=O)N1CCCCC1)N1CCCCC1, O, CCOC(=O)C(O)Cc1ccccc1, c1ccc(P(c2ccccc2)c2ccccc2)cc1. The product is CCCCCc1ccc(CCCn2c(C)ccc2-c2ccc(OC(Cc3ccccc3)C(=O)OCC)cc2)cc1. Reaction SMILES: [CH3:1][c:2]1[cH:3][cH:4][c:5](-[c:21]2[cH:22][cH:23][c:24]([OH:27])[cH:25][cH:26]2)[n:6]1[CH2:7][CH2:8][CH2:9][c:10]1[cH:11][cH:12][c:13]([CH2:16][CH2:17][CH2:18][CH2:19][CH3:20])[cH:14][cH:15]1.[CH3:79][c:80]1[cH:81][cH:82][cH:83][cH:84][cH:85]1.[N:42]([C:43]([N:44]1[CH2:45][CH2:46][CH2:47][CH2:48][CH2:49]1)=[O:50])=[N:51][C:52]([N:53]1[CH2:54][CH2:55][CH2:56][CH2:57][CH2:58]1)=[O:59].[OH2:86].[OH:28][CH:29]([C:30](=[O:31])[O:32][CH2:33][CH3:34])[CH2:35][c:36]1[cH:37][cH:38][cH:39][cH:40][cH:41]1.[c:60]1([P:61]([c:62]2[cH:63][cH:64][cH:65][cH:66][cH:67]2)[c:68]2[cH:69][cH:70][cH:71][cH:72][cH:73]2)[cH:74][cH:75][cH:76][cH:77][cH:78]1>>[CH3:1][c:2]1[cH:3][cH:4][c:5](-[c:21]2[cH:22][cH:23][c:24]([O:27][CH:29]([C:30](=[O:31])[O:32][CH2:33][CH3:34])[CH2:35][c:36]3[cH:37][cH:38][cH:39][cH:40][cH:41]3)[cH:25][cH:26]2)[n:6]1[CH2:7][CH2:8][CH2:9][c:10]1[cH:11][cH:12][c:13]([CH2:16][CH2:17][CH2:18][CH2:19][CH3:20])[cH:14][cH:15]1. Product: CC(=O)N1CCc2cc(OCc3cccc(Cl)c3)ccc2CC1=O. Reaction SMILES: [C:31]([O:32][C:33](=[O:34])[CH3:35])(=[O:36])[CH3:37].[CH3:23][C:24]([O-:25])=[O:26].[Cl:1][c:2]1[cH:3][c:4]([CH2:5][O:6][c:7]2[cH:8][c:9]3[c:10]([cH:17][cH:18]2)[CH2:11][C:12](=[O:16])[NH:13][CH2:14][CH2:15]3)[cH:19][cH:20][cH:21]1.[Cl:28][CH2:29][Cl:30].[Na+:22].[OH2:27]>>[Cl:1][c:2]1[cH:3][c:4]([CH2:5][O:6][c:7]2[cH:8][c:9]3[c:10]([cH:17][cH:18]2)[CH2:11][C:12](=[O:16])[N:13]([C:24]([CH3:23])=[O:25])[CH2:14][CH2:15]3)[cH:19][cH:20][cH:21]1. Starting materials: CC(=O)OC(C)=O, CC(=O)[O-], O=C1Cc2ccc(OCc3cccc(Cl)c3)cc2CCN1, ClCCl, [Na+], O.